The task is: describe an organic reaction: reactants, conditions, products, and yield. This data is from the Open Reaction Database (ORD), a public repository of structured organic reaction records. The reactants are CC(C)(C)OC(=O)NCCCCNc1c([N+](=O)[O-])cnc2ccc(OCc3ccccc3)cc12, Cc1ccccc1. Yields the product CC(C)(C)OC(=O)NCCCCNc1c(N)cnc2ccc(OCc3ccccc3)cc12. As a reaction SMILES: [CH2:1]([c:2]1[cH:3][cH:4][cH:5][cH:6][cH:7]1)[O:8][c:9]1[cH:10][c:11]2[c:12]([NH:22][CH2:23][CH2:24][CH2:25][CH2:26][NH:27][C:28]([O:29][C:30]([CH3:31])([CH3:32])[CH3:33])=[O:34])[c:13]([N+:19]([O-:20])=[O:21])[cH:14][n:15][c:16]2[cH:17][cH:18]1.[CH3:35][c:36]1[cH:37][cH:38][cH:39][cH:40][cH:41]1>>[CH2:1]([c:2]1[cH:3][cH:4][cH:5][cH:6][cH:7]1)[O:8][c:9]1[cH:10][c:11]2[c:12]([NH:22][CH2:23][CH2:24][CH2:25][CH2:26][NH:27][C:28]([O:29][C:30]([CH3:31])([CH3:32])[CH3:33])=[O:34])[c:13]([NH2:19])[cH:14][n:15][c:16]2[cH:17][cH:18]1.